The task is: describe an organic reaction: reactants, conditions, products, and yield. This data is from the Open Reaction Database (ORD), a public repository of structured organic reaction records. Reactants: CC(=O)C1=C(C=C(C=C1)Cl)Cl (2,4-dichloroacetophenone), C(C)OC(N(C)C)OCC (dimethylformamide diethyl acetal). Product: ClC1=C(C(=O)C=CN(C)C)C=CC(=C1)Cl (1-(2,4-dichlorobenzoyl)-2-(N,N-dimethylamino)ethene). Reaction SMILES: [CH3:1][C:2]([C:4]1[CH:9]=[CH:8][C:7]([Cl:10])=[CH:6][C:5]=1[Cl:11])=[O:3].C(O[CH:15](OCC)[N:16]([CH3:18])[CH3:17])C>>[Cl:11][C:5]1[CH:6]=[C:7]([Cl:10])[CH:8]=[CH:9][C:4]=1[C:2]([CH:1]=[CH:15][N:16]([CH3:18])[CH3:17])=[O:3]. Procedure details: Part D. A mixture of 2,4-dichloroacetophenone (10.0 g, 52.9 mmol) and dimethylformamide diethyl acetal (10.0 mL, 58.3 mmol) was heated to reflux for 12 hours, then cooled and evaporated under high vacuum. The residual oil was separated by column chromatography (silica gel, 1:1 ethyl acetate-hexane) to afford the product, 1-(2,4-dichlorobenzoyl)-2-(N,N-dimethylamino)ethene, as a viscous oil (12.11 g, 49.6 mmol, 94%). TLC RF 0.05 (20:80 ethyl acetate-hexane). Spectral data: 1H NMR (300 MHz, CDCl3)... The reactants are C(=O)([O-])[O-].[K+].[K+] (K2CO3), BrC1=C(N=C2N1C=CC=N2)C2=CC=C(C=O)C=C2 (4-(3-bromoimidazo[1,2-a]pyrimidin-2-yl)benzaldehyde), FC1=CC=C(C=C1)B(O)O (4-fluorphenyl boronic acid), tetrakis triphenylphosphine palladium (0), O.C(C)O (ethanol water). The solvent is O (water), C1(=CC=CC=C1)C (toluene). Reaction conditions: temperature 90 celsius. Product: FC1=CC=C(C=C1)C1=C(N=C2N1C=CC=N2)C2=CC=C(C=O)C=C2 (4-[3-(4-fluorophenyl)imidazo[1,2-a]pyrimidin-2-yl]benzaldehyde). RXN SMILES: Br[C:2]1[N:6]2[CH:7]=[CH:8][CH:9]=[N:10][C:5]2=[N:4][C:3]=1[C:11]1[CH:18]=[CH:17][C:14]([CH:15]=[O:16])=[CH:13][CH:12]=1.[F:19][C:20]1[CH:25]=[CH:24][C:23](B(O)O)=[CH:22][CH:21]=1.C([O-])([O-])=O.[K+].[K+].O.C(O)C>C1(C)C=CC=CC=1.O>[F:19][C:20]1[CH:25]=[CH:24][C:23]([C:2]2[N:6]3[CH:7]=[CH:8][CH:9]=[N:10][C:5]3=[N:4][C:3]=2[C:11]2[CH:18]=[CH:17][C:14]([CH:15]=[O:16])=[CH:13][CH:12]=2)=[CH:22][CH:21]=1 |f:2.3.4,5.6|. Reported procedure: 0.225 g (0.74 mM) 4-(3-bromoimidazo[1,2-a]pyrimidin-2-yl)benzaldehyde is dissolved in 5 mL of toluene. To this mixture is added 4-fluorphenyl boronic acid (1.5 eq) followed by tetrakis triphenylphosphine palladium (0) 10% by wt, K2CO3 (3 eq) and ethanol water mixture (4 mL). The reaction mixture is heated at 90° C. for 4-6 h. The reaction is cooled to room temperature and 20 mL of water is added and the reaction mixture is extracted with ethyl acetate. The organic layer is dried and concentrated... Product: ClC1=CC=C(C=C1)C=1NC(=CC1C#N)S(=O)(=O)C(F)(F)F (2-(p-Chlorophenyl)-5-[(trifluoromethyl)sulfonyl]pyrrole-3-carbonitrile). The solvent is C(C)(=O)O (acetic acid). Run at temperature 90 celsius, time 2 hour. Reaction SMILES: [Cl:1][C:2]1[CH:7]=[CH:6][C:5]([C:8]2[NH:9][C:10]([S:15][C:16]([F:19])([F:18])[F:17])=[CH:11][C:12]=2[C:13]#[N:14])=[CH:4][CH:3]=1.OO.C(OCC)(=[O:24])C.[OH2:28]>C(O)(=O)C>[Cl:1][C:2]1[CH:7]=[CH:6][C:5]([C:8]2[NH:9][C:10]([S:15]([C:16]([F:17])([F:19])[F:18])(=[O:24])=[O:28])=[CH:11][C:12]=2[C:13]#[N:14])=[CH:4][CH:3]=1 |f:2.3|. Reported procedure: A solution of 2-(p-chlorophenyl)-5-[(trifluoromethyl)thio]pyrrole-3-carbonitrile (0.6 g, 0.002 mol) in acetic acid is treated portionwise with 30% hydrogen peroxide solution (0.6 mL, 0.006 mol), stirred for 11/2 hours at 90° C., treated with additional hydrogen peroxide (0.3 mL, 0.003 mol), stirred for two hours at 90° C., stirred for 16 hours at room temperature and diluted with an ethyl acetate/water mixture. The organic phase is separated, washed with water and brine, dried over anhydrous mag... Reactants: ClC1=CC=C(C=C1)C=1NC(=CC1C#N)SC(F)(F)F (2-(p-chlorophenyl)-5-[(trifluoromethyl)thio]pyrrole-3-carbonitrile), OO (hydrogen peroxide), C(C)(=O)OCC.O (ethyl acetate water), OO (hydrogen peroxide). The product is C(C1=CC=CC=C1)OC1=C(C=CC=C1)CCC(C(=O)OCC)(C(=O)OCC)C (Diethyl 2-(2-(2-benzyloxyphenyl)ethyl)-2-methylmalonate). Reactants: C(C)OC(C(C(=O)OCC)C)=O (2-Methylmalonic acid diethyl ester), C(C1=CC=CC=C1)OC1=C(C=CC=C1)CCI (2-(2-benzyloxyphenyl)ethyl iodide), example 52 ( 3 ). Reaction SMILES: [CH2:1]([O:3][C:4](=[O:12])[CH:5]([CH3:11])[C:6]([O:8][CH2:9][CH3:10])=[O:7])[CH3:2].[CH2:13]([O:20][C:21]1[CH:26]=[CH:25][CH:24]=[CH:23][C:22]=1[CH2:27][CH2:28]I)[C:14]1[CH:19]=[CH:18][CH:17]=[CH:16][CH:15]=1>>[CH2:13]([O:20][C:21]1[CH:26]=[CH:25][CH:24]=[CH:23][C:22]=1[CH2:27][CH2:28][C:5]([CH3:11])([C:4]([O:3][CH2:1][CH3:2])=[O:12])[C:6]([O:8][CH2:9][CH3:10])=[O:7])[C:14]1[CH:19]=[CH:18][CH:17]=[CH:16][CH:15]=1. Procedure details: 2-Methylmalonic acid diethyl ester and 2-(2-benzyloxyphenyl)ethyl iodide were used in the same manner as working example 52 (3) to give the subject compound.